This data is from the Open Reaction Database (ORD), a public repository of structured organic reaction records. The task is: describe an organic reaction: reactants, conditions, products, and yield Reactants: Brc1ccc2cc(Br)ccc2c1, COCCOC, [Na+], [Na+], O=C([O-])[O-], [Pd], c1ccc(P(c2ccccc2)c2ccccc2)cc1, c1ccc(P(c2ccccc2)c2ccccc2)cc1, c1ccc(P(c2ccccc2)c2ccccc2)cc1, c1ccc(P(c2ccccc2)c2ccccc2)cc1, OB(O)c1cc2ccccc2c2ccccc12. Yields the product Brc1ccc2cc(-c3cc4ccccc4c4ccccc34)ccc2c1. As a reaction SMILES: [Br:18][c:19]1[cH:20][c:21]2[cH:22][cH:23][c:24]([Br:29])[cH:25][c:26]2[cH:27][cH:28]1.[CH2:113]([CH2:114][O:115][CH3:116])[O:117][CH3:118].[Na+:30].[Na+:31].[O-:32][C:33](=[O:34])[O-:35].[Pd:36].[c:37]1([P:38]([c:39]2[cH:40][cH:41][cH:42][cH:43][cH:44]2)[c:45]2[cH:46][cH:47][cH:48][cH:49][cH:50]2)[cH:51][cH:52][cH:53][cH:54][cH:55]1.[c:56]1([P:57]([c:58]2[cH:59][cH:60][cH:61][cH:62][cH:63]2)[c:64]2[cH:65][cH:66][cH:67][cH:68][cH:69]2)[cH:70][cH:71][cH:72][cH:73][cH:74]1.[c:75]1([P:76]([c:77]2[cH:78][cH:79][cH:80][cH:81][cH:82]2)[c:83]2[cH:84][cH:85][cH:86][cH:87][cH:88]2)[cH:89][cH:90][cH:91][cH:92][cH:93]1.[c:94]1([P:95]([c:96]2[cH:97][cH:98][cH:99][cH:100][cH:101]2)[c:102]2[cH:103][cH:104][cH:105][cH:106][cH:107]2)[cH:108][cH:109][cH:110][cH:111][cH:112]1.[cH:1]1[cH:2][cH:3][cH:4][c:5]2[c:6]3[cH:7][cH:8][cH:9][cH:10][c:11]3[c:12]([B:15]([OH:16])[OH:17])[cH:13][c:14]12>>[cH:1]1[cH:2][cH:3][cH:4][c:5]2[c:6]3[cH:7][cH:8][cH:9][cH:10][c:11]3[c:12](-[c:24]3[cH:23][cH:22][c:21]4[cH:20][c:19]([Br:18])[cH:28][cH:27][c:26]4[cH:25]3)[cH:13][c:14]12.